describe an organic reaction: reactants, conditions, products, and yield From a dataset of the Open Reaction Database (ORD), a public repository of structured organic reaction records. Reactants: NC1=CC2=CC=CC=C2C=C1 (2-aminonaphthalene), BrC(C(=O)OCC)CC (ethyl 2-bromobutyrate). Solvent: C(Cl)(Cl)Cl (CHCl3). Yields the product C(C)OC(C(CC)NC1=CC2=CC=CC=C2C=C1)=O (2-[N-(naphth-2-yl)amino]butanoic acid ethyl ester). As a reaction SMILES: [NH2:1][C:2]1[CH:11]=[CH:10][C:9]2[C:4](=[CH:5][CH:6]=[CH:7][CH:8]=2)[CH:3]=1.Br[CH:13]([CH2:19][CH3:20])[C:14]([O:16][CH2:17][CH3:18])=[O:15]>C(Cl)(Cl)Cl>[CH2:17]([O:16][C:14](=[O:15])[CH:13]([NH:1][C:2]1[CH:11]=[CH:10][C:9]2[C:4](=[CH:5][CH:6]=[CH:7][CH:8]=2)[CH:3]=1)[CH2:19][CH3:20])[CH3:18]. Procedure details: Following General Procedure AJ above and using 2-aminonaphthalene (Aldrich) and ethyl 2-bromobutyrate (Aldrich), the title compound was prepared as a solid, m.p. 81-83° C. The reaction was monitored by silica gel tlc (Rf=0.5 in CHCl3). Purification was by chromatography (silica gel using chloroform as the eluant). Starting materials: [OH-].[Na+] (sodium hydroxide), COC(=O)C=1C=NC(=CC1)COC(C)=O (6-acetoxymethylpyridine-3-carboxylic acid methyl ester), Cl (hydrochloric acid). The solvent is CO (methanol). Run at time 4 hour. Yields the product OCC1=CC=C(C=N1)C(=O)O (6-Hydroxymethylpyridine-3-carboxylic acid). RXN SMILES: [OH-].[Na+].C[O:4][C:5]([C:7]1[CH:8]=[N:9][C:10]([CH2:13][O:14]C(=O)C)=[CH:11][CH:12]=1)=[O:6].Cl>CO>[OH:14][CH2:13][C:10]1[N:9]=[CH:8][C:7]([C:5]([OH:6])=[O:4])=[CH:12][CH:11]=1 |f:0.1|. Reported procedure: Under ice cooling, 2 M aqueous sodium hydroxide solution (3.0 mL) was added to a solution of 6-acetoxymethylpyridine-3-carboxylic acid methyl ester (Reference Compound No. 9-1, 0.60 g, 2.9 mmol) in methanol (6.0 mL). The reaction mixture was stirred under ice cooling for 40 minutes and at room temperature for 4 hours. Under ice cooling, 2 M hydrochloric acid (3.1 mL) was added thereto, and then the solvent was evaporated under reduced pressure to give the title reference compound as an orange so... The product is Cc1cc2nc(NN)sc2cc1C. Starting materials: Cc1cc2nc(N)sc2cc1C, Cl, NN, NN, O. As a reaction SMILES: [CH3:1][c:2]1[c:3]([CH3:12])[cH:4][c:5]2[c:6]([n:7][c:8]([NH2:10])[s:9]2)[cH:11]1.[ClH:16].[NH2:14][NH2:15].[NH2:17][NH2:18].[OH2:13]>>[CH3:1][c:2]1[c:3]([CH3:12])[cH:4][c:5]2[c:6]([n:7][c:8]([NH:10][NH2:14])[s:9]2)[cH:11]1. The reactants are O=C([O-])[O-], CCNC, CS(C)=O, O=Cc1ccc(F)cc1, [K+], [K+], O. The product is CCN(C)c1ccc(C=O)cc1. RXN SMILES: [C:14](=[O:15])([O-:16])[O-:17].[CH3:10][NH:11][CH2:12][CH3:13].[CH3:21][S:22]([CH3:23])=[O:24].[F:1][c:2]1[cH:3][cH:4][c:5]([CH:6]=[O:7])[cH:8][cH:9]1.[K+:18].[K+:19].[OH2:20]>>[c:2]1([N:11]([CH3:10])[CH2:12][CH3:13])[cH:3][cH:4][c:5]([CH:6]=[O:7])[cH:8][cH:9]1. Reactants: FC=1C=CC=C2CN(C(NC12)=O)C1CCN(CC1)C(=O)O[C@@H](C(N1CCC(CC1)N1CCCCC1)=O)CC1=CC2=CN(N=C2C(=C1)C)COCC[Si](C)(C)C ((R)-3-(7-Methyl-2-((2-(trimethylsilyl)ethoxy)methyl)-2H-indazol-5-yl)-1-oxo-1-(4-(piperidin-1-yl)piperidin-1-yl)propan-2-yl 4-(8-fluoro-2-oxo-1,2-dihydroquinazolin-3(4H)-yl)piperidine-1-carboxylate). Solvent: FC(C(=O)O)(F)F (trifluoroacetic acid). Conditions: time 2 hour. Product: FC=1C=CC=C2CN(C(NC12)=O)C1CCN(CC1)C(=O)O[C@@H](C(N1CCC(CC1)N1CCCCC1)=O)CC=1C=C2C=NNC2=C(C1)C ((R)-3-(7-Methyl-1H-indazol-5-yl)-1-oxo-1-(4-(piperidin-1-yl)piperidin-1-yl)propan-2-yl 4-(8-fluoro-2-oxo-1,2-dihydroquinazolin-3(4H)-yl)piperidine-1-carboxylate). As a reaction SMILES: [F:1][C:2]1[CH:3]=[CH:4][CH:5]=[C:6]2[C:11]=1[NH:10][C:9](=[O:12])[N:8]([CH:13]1[CH2:18][CH2:17][N:16]([C:19]([O:21][C@H:22]([CH2:37][C:38]3[CH:46]=[C:45]([CH3:47])[C:44]4[C:40](=[CH:41][N:42](COCC[Si](C)(C)C)[N:43]=4)[CH:39]=3)[C:23](=[O:36])[N:24]3[CH2:29][CH2:28][CH:27]([N:30]4[CH2:35][CH2:34][CH2:33][CH2:32][CH2:31]4)[CH2:26][CH2:25]3)=[O:20])[CH2:15][CH2:14]1)[CH2:7]2>FC(F)(F)C(O)=O>[F:1][C:2]1[CH:3]=[CH:4][CH:5]=[C:6]2[C:11]=1[NH:10][C:9](=[O:12])[N:8]([CH:13]1[CH2:18][CH2:17][N:16]([C:19]([O:21][C@H:22]([CH2:37][C:38]3[CH:39]=[C:40]4[C:44](=[C:45]([CH3:47])[CH:46]=3)[NH:43][N:42]=[CH:41]4)[C:23](=[O:36])[N:24]3[CH2:29][CH2:28][CH:27]([N:30]4[CH2:35][CH2:34][CH2:33][CH2:32][CH2:31]4)[CH2:26][CH2:25]3)=[O:20])[CH2:15][CH2:14]1)[CH2:7]2. Reported procedure: (R)-3-(7-Methyl-2-((2-(trimethylsilyl)ethoxy)methyl)-2H-indazol-5-yl)-1-oxo-1-(4-(piperidin-1-yl)piperidin-1-yl)propan-2-yl 4-(8-fluoro-2-oxo-1,2-dihydroquinazolin-3(4H)-yl)piperidine-1-carboxylate (78 mg, 0.10 mmol) was dissolved in trifluoroacetic acid (50% in dichloromethane, 6 mL) and stirred at room temperature for 2 h. The reaction was concentrated and purified by column chromatography (5:95:1 methanol/dichloromethane/triethylamine). The residue was dissolved in 10% methanol/dichloromethan...